The task is: describe an organic reaction: reactants, conditions, products, and yield. This data is from the Open Reaction Database (ORD), a public repository of structured organic reaction records. Reactants: O=C=Nc1ccc(Cl)c(Cl)c1, Cl, CN1CCCC1=N, c1ccccc1. Yields the product CN1CCCC1=NC(=O)Nc1ccc(Cl)c(Cl)c1. As a reaction SMILES: [Cl:9][c:10]1[cH:11][c:12]([N:17]=[C:18]=[O:19])[cH:13][cH:14][c:15]1[Cl:16].[ClH:8].[NH:1]=[C:2]1[N:3]([CH3:7])[CH2:4][CH2:5][CH2:6]1.[cH:20]1[cH:21][cH:22][cH:23][cH:24][cH:25]1>>[N:1](=[C:2]1[N:3]([CH3:7])[CH2:4][CH2:5][CH2:6]1)[C:18]([NH:17][c:12]1[cH:11][c:10]([Cl:9])[c:15]([Cl:16])[cH:14][cH:13]1)=[O:19].